From a dataset of the Open Reaction Database (ORD), a public repository of structured organic reaction records. describe an organic reaction: reactants, conditions, products, and yield The reactants are [N+](=O)(O)[O-] (nitric acid), C(C)OC(=O)C=1SC(=CC1)Cl (5-chloro-thiophene-2-carboxylic acid ethyl ester), ice water. Conditions: temperature 10 celsius, time 30 minute. Yields the product C(C)OC(=O)C=1SC(=C(C1)[N+](=O)[O-])Cl (5-Chloro-4-nitro-thiophene-2-carboxylic acid ethyl ester). The yield is 55.0%. As a reaction SMILES: [N+:1]([O-:4])(O)=[O:2].[CH2:5]([O:7][C:8]([C:10]1[S:11][C:12]([Cl:15])=[CH:13][CH:14]=1)=[O:9])[CH3:6]>>[CH2:5]([O:7][C:8]([C:10]1[S:11][C:12]([Cl:15])=[C:13]([N+:1]([O-:4])=[O:2])[CH:14]=1)=[O:9])[CH3:6]. Reported procedure: A solution of fuming nitric acid (75 mL) was cooled to 10° C. followed by the addition of 5-chloro-thiophene-2-carboxylic acid ethyl ester (15 g, 78.7 mmol). The resulting mixture was stirred for 30 minutes at 10° C. followed by the addition of ice water. The solution was then extracted with ethyl acetate and dried, then concentrated under vacuum and purified by column chromatography using silica gel to provide 10.29 g (55%) of the title product. The reactants are ClC=1C=CC2=C(CC(=NN=C2C2=CC=C(C=C2)[N+](=O)[O-])C)C1 (7-Chloro-4-methyl-1-(4-nitrophenyl)-5H-2,3-benzodiazepine), C([O-])([O-])=O.[Na+].[Na+] (sodium carbonate), Cl (hydrochloric acid), [BH4-].[Na+] (sodium borohydride). Solvent: CO (methanol), O (water). Conditions: temperature 25 celsius, time 1 hour. Product: ClC=1C=CC2=C(CC(NN=C2C2=CC=C(C=C2)[N+](=O)[O-])C)C1 (7-Chloro-4-methyl-1-(4-nitrophenyl)-4,5-dihydro-3H-2,3-benzodiazepine). The yield is 97.4%. RXN SMILES: [Cl:1][C:2]1[CH:3]=[CH:4][C:5]2[C:11]([C:12]3[CH:17]=[CH:16][C:15]([N+:18]([O-:20])=[O:19])=[CH:14][CH:13]=3)=[N:10][N:9]=[C:8]([CH3:21])[CH2:7][C:6]=2[CH:22]=1.Cl.[BH4-].[Na+].C(=O)([O-])[O-].[Na+].[Na+]>CO.O>[Cl:1][C:2]1[CH:3]=[CH:4][C:5]2[C:11]([C:12]3[CH:13]=[CH:14][C:15]([N+:18]([O-:20])=[O:19])=[CH:16][CH:17]=3)=[N:10][NH:9][CH:8]([CH3:21])[CH2:7][C:6]=2[CH:22]=1 |f:2.3,4.5.6|. Procedure details: 1.5 g (4.78 mmoles) of the benzodiazepine derivative prepared in Step C are suspended in 60 ml of methanol, and to the suspension obtained, 4.64 g (57.3 mmoles) of concentrated hydrochloric acid are added, then, under cold water cooling, 2.07 g (54.8 mmoles) of sodium borohydride are added in portions. The suspension is stirred at 25° C. for 1 hour, then solid sodium carbonate is added to adjust the pH of the mixture to a value of about 8. The mixture is diluted with 60 ml of water, the product ... The reactants are BrC1=CC(=C(C=C1)C(=O)N1CCN(CC1)C1=C(C=C(C=C1)C)C)S(=O)(=O)C ((4-bromo-2-methanesulfonylphenyl)[4-(2,4-dimethylphenyl)piperazin-1-yl]methanone), C(C)(=O)N (acetamide). The product is CC1=C(C=CC(=C1)C)N1CCN(CC1)C(=O)C1=C(C=C(C=C1)NC(C)=O)S(=O)(=O)C (N-{4-[4-(2,4-dimethylphenyl)piperazine-1-carbonyl]-3-methanesulfonylphenyl}acetamide). Yield: 10.8%. Reaction SMILES: Br[C:2]1[CH:7]=[CH:6][C:5]([C:8]([N:10]2[CH2:15][CH2:14][N:13]([C:16]3[CH:21]=[CH:20][C:19]([CH3:22])=[CH:18][C:17]=3[CH3:23])[CH2:12][CH2:11]2)=[O:9])=[C:4]([S:24]([CH3:27])(=[O:26])=[O:25])[CH:3]=1.[C:28]([NH2:31])(=[O:30])[CH3:29]>>[CH3:23][C:17]1[CH:18]=[C:19]([CH3:22])[CH:20]=[CH:21][C:16]=1[N:13]1[CH2:14][CH2:15][N:10]([C:8]([C:5]2[CH:6]=[CH:7][C:2]([NH:31][C:28](=[O:30])[CH3:29])=[CH:3][C:4]=2[S:24]([CH3:27])(=[O:26])=[O:25])=[O:9])[CH2:11][CH2:12]1. Reported procedure: Using (4-bromo-2-methanesulfonylphenyl)[4-(2,4-dimethylphenyl)piperazin-1-yl]methanone (526 mg) described in Preparation Example 110 and acetamide (75.7 mg) and by the reaction and treatment in the same manner as in Example 1, the title compound (54 mg) was obtained. Starting materials: C1CCOC1, C[Al](C)C, Cc1ccccc1, [Cl-], COc1cc(Cn2cnc3c(Cl)nc(N)nc32)c(Cl)c(OC)c1OC, [NH4+], c1ccc([PH](c2ccccc2)(c2ccccc2)[Pd]([PH](c2ccccc2)(c2ccccc2)c2ccccc2)([PH](c2ccccc2)(c2ccccc2)c2ccccc2)[PH](c2ccccc2)(c2ccccc2)c2ccccc2)cc1. Yields the product COc1cc(Cn2cnc3c(C)nc(N)nc32)c(Cl)c(OC)c1OC. RXN SMILES: [CH2:32]1[O:33][CH2:34][CH2:35][CH2:36]1.[CH3:26][Al:27]([CH3:28])[CH3:29].[CH3:37][c:38]1[cH:39][cH:40][cH:41][cH:42][cH:43]1.[Cl-:30].[Cl:1][c:2]1[c:3]2[n:4][cH:5][n:6]([CH2:12][c:13]3[c:14]([Cl:25])[c:15]([O:23][CH3:24])[c:16]([O:21][CH3:22])[c:17]([O:19][CH3:20])[cH:18]3)[c:7]2[n:8][c:9]([NH2:11])[n:10]1.[NH4+:31].[c:44]1([PH:45]([Pd:46]([PH:47]([c:48]2[cH:49][cH:50][cH:51][cH:52][cH:53]2)([c:54]2[cH:55][cH:56][cH:57][cH:58][cH:59]2)[c:60]2[cH:61][cH:62][cH:63][cH:64][cH:65]2)([PH:66]([c:67]2[cH:68][cH:69][cH:70][cH:71][cH:72]2)([c:73]2[cH:74][cH:75][cH:76][cH:77][cH:78]2)[c:79]2[cH:80][cH:81][cH:82][cH:83][cH:84]2)[PH:85]([c:86]2[cH:87][cH:88][cH:89][cH:90][cH:91]2)([c:92]2[cH:93][cH:94][cH:95][cH:96][cH:97]2)[c:98]2[cH:99][cH:100][cH:101][cH:102][cH:103]2)([c:104]2[cH:105][cH:106][cH:107][cH:108][cH:109]2)[c:110]2[cH:111][cH:112][cH:113][cH:114][cH:115]2)[cH:116][cH:117][cH:118][cH:119][cH:120]1>>[c:2]1([CH3:26])[c:3]2[n:4][cH:5][n:6]([CH2:12][c:13]3[c:14]([Cl:25])[c:15]([O:23][CH3:24])[c:16]([O:21][CH3:22])[c:17]([O:19][CH3:20])[cH:18]3)[c:7]2[n:8][c:9]([NH2:11])[n:10]1. The reactants are BrCc1cccc(Br)c1, CN(C)C=O, CCOC(C)=O, [H-], [Na+], CC(C)(C)OC(=O)CCc1ccc(O)cc1. Product: CC(C)(C)OC(=O)CCc1ccc(OCc2cccc(Br)c2)cc1. As a reaction SMILES: [Br:19][c:20]1[cH:21][c:22]([CH2:23][Br:24])[cH:25][cH:26][cH:27]1.[CH3:28][N:29]([CH3:30])[CH:31]=[O:32].[CH3:33][CH2:34][O:35][C:36](=[O:37])[CH3:38].[H-:17].[Na+:18].[OH:1][c:2]1[cH:3][cH:4][c:5]([CH2:8][CH2:9][C:10](=[O:11])[O:12][C:13]([CH3:14])([CH3:15])[CH3:16])[cH:6][cH:7]1>>[O:1]([c:2]1[cH:3][cH:4][c:5]([CH2:8][CH2:9][C:10](=[O:11])[O:12][C:13]([CH3:14])([CH3:15])[CH3:16])[cH:6][cH:7]1)[CH2:23][c:22]1[cH:21][c:20]([Br:19])[cH:27][cH:26][cH:25]1.